From a dataset of the Open Reaction Database (ORD), a public repository of structured organic reaction records. describe an organic reaction: reactants, conditions, products, and yield Reactants: C1CCOC1, CC(C)NC(C)C, Cc1cc(S(=O)(=O)Cl)ccc1NC(=O)c1cc(Cl)ncn1, COC(=O)CN. The product is COC(=O)CNS(=O)(=O)c1ccc(NC(=O)c2cc(Cl)ncn2)c(C)c1. Reaction SMILES: [CH2:35]1[O:36][CH2:37][CH2:38][CH2:39]1.[CH:28]([NH:29][CH:30]([CH3:31])[CH3:32])([CH3:33])[CH3:34].[Cl:1][c:2]1[cH:3][c:4]([C:8](=[O:9])[NH:10][c:11]2[c:12]([CH3:21])[cH:13][c:14]([S:17](=[O:18])(=[O:19])[Cl:20])[cH:15][cH:16]2)[n:5][cH:6][n:7]1.[NH2:22][CH2:23][C:24](=[O:25])[O:26][CH3:27]>>[Cl:1][c:2]1[cH:3][c:4]([C:8](=[O:9])[NH:10][c:11]2[c:12]([CH3:21])[cH:13][c:14]([S:17](=[O:18])(=[O:19])[NH:22][CH2:23][C:24](=[O:25])[O:26][CH3:27])[cH:15][cH:16]2)[n:5][cH:6][n:7]1. Product: C(C)(C)(C)[Si](OC1=C(C=C(C=C1C)C1(C(N(C2=CC=CC=C12)C1=CC(=CC=C1)OC(F)(F)F)=O)O)C)(C)C (3-[4-(tert-Butyl-dimethyl-silanyloxy)-3,5-dimethyl-phenyl]-3-hydroxy-1-(3-trifluoromethoxy-phenyl)-1,3-dihydro-indol-2-one). Run in ClCCl (dichloromethane), C(C)(=O)OCC (ethyl acetate). Procedure: Using a method similar to Preparation 38, with 3-[4-(tert-Butyl-dimethylsilanyloxy)-3,5-dimethyl-phenyl]-3-hydroxy-1,3-dihydro-indol-2-one (15.34 g, 40 mmol), 3-(trifluoromethoxy)phenylboronic acid (16.47 g, 80 mmol), copper (II) acetate (7.27 g, 40 mmol), pyridine (6.5 ml, 80 mmol) and powdered 4A sieves (25 g) in dichloromethane (130 mL) and heat at 32° C. for 1 day stirring mechanically. Add more 3-(trifluoromethoxy)phenylboronic acid (8.24 g, 40 mmol), copper (II) acetate (3.64 g, 20 mmol), ... Reagents/catalysts: C(C)(=O)[O-].[Cu+2].C(C)(=O)[O-] (copper (II) acetate), C(C)(=O)[O-].[Cu+2].C(C)(=O)[O-] (copper (II) acetate). Reactants: [Si](C)(C)(C(C)(C)C)OC1=C(C=C(C=C1C)C1(C(NC2=CC=CC=C12)=O)O)C (3-[4-(tert-Butyl-dimethylsilanyloxy)-3,5-dimethyl-phenyl]-3-hydroxy-1,3-dihydro-indol-2-one), 4A, FC(OC=1C=C(C=CC1)B(O)O)(F)F (3-(trifluoromethoxy)phenylboronic acid), N1=CC=CC=C1 (pyridine), 4A, FC(OC=1C=C(C=CC1)B(O)O)(F)F (3-(trifluoromethoxy)phenylboronic acid), N1=CC=CC=C1 (pyridine). Conditions: temperature 32 celsius. As a reaction SMILES: [Si:1]([O:8][C:9]1[C:14]([CH3:15])=[CH:13][C:12]([C:16]2([OH:26])[C:24]3[C:19](=[CH:20][CH:21]=[CH:22][CH:23]=3)[NH:18][C:17]2=[O:25])=[CH:11][C:10]=1[CH3:27])([C:4]([CH3:7])([CH3:6])[CH3:5])([CH3:3])[CH3:2].[F:28][C:29]([F:41])([F:40])[O:30][C:31]1[CH:32]=[C:33](B(O)O)[CH:34]=[CH:35][CH:36]=1.N1C=CC=CC=1>ClCCl.C(OCC)(=O)C.C([O-])(=O)C.[Cu+2].C([O-])(=O)C>[C:4]([Si:1]([CH3:3])([CH3:2])[O:8][C:9]1[C:10]([CH3:27])=[CH:11][C:12]([C:16]2([OH:26])[C:24]3[C:19](=[CH:20][CH:21]=[CH:22][CH:23]=3)[N:18]([C:33]3[CH:34]=[CH:35][CH:36]=[C:31]([O:30][C:29]([F:28])([F:40])[F:41])[CH:32]=3)[C:17]2=[O:25])=[CH:13][C:14]=1[CH3:15])([CH3:6])([CH3:5])[CH3:7] |f:5.6.7|. Isolated yield 80.2%.